This data is from the Open Reaction Database (ORD), a public repository of structured organic reaction records. The task is: describe an organic reaction: reactants, conditions, products, and yield Starting materials: CCCCC(=O)Cl, CN(C)c1ccncc1, CCCCc1nn(-c2cc(N)ccc2Cl)c(C(=O)OCC)c1Cc1ccc(-c2ccccc2S(=O)(=O)NC(=O)c2ccccc2Cl)cc1, c1ccncc1. Product: CCCCC(=O)Nc1ccc(Cl)c(-n2nc(CCCC)c(Cc3ccc(-c4ccccc4S(=O)(=O)NC(=O)c4ccccc4Cl)cc3)c2C(=O)OCC)c1. Reaction SMILES: [C:49]([CH2:50][CH2:51][CH2:52][CH3:53])(=[O:54])[Cl:55].[CH3:56][N:57]([CH3:58])[c:59]1[cH:60][cH:61][n:62][cH:63][cH:64]1.[NH2:1][c:2]1[cH:3][cH:4][c:5]([Cl:48])[c:6](-[n:8]2[n:9][c:10]([CH2:44][CH2:45][CH2:46][CH3:47])[c:11]([CH2:18][c:19]3[cH:20][cH:21][c:22](-[c:25]4[c:26]([S:31]([NH:32][C:33]([c:34]5[c:35]([Cl:40])[cH:36][cH:37][cH:38][cH:39]5)=[O:41])(=[O:42])=[O:43])[cH:27][cH:28][cH:29][cH:30]4)[cH:23][cH:24]3)[c:12]2[C:13](=[O:14])[O:15][CH2:16][CH3:17])[cH:7]1.[cH:65]1[cH:66][cH:67][n:68][cH:69][cH:70]1>>[NH:1]([c:2]1[cH:3][cH:4][c:5]([Cl:48])[c:6](-[n:8]2[n:9][c:10]([CH2:44][CH2:45][CH2:46][CH3:47])[c:11]([CH2:18][c:19]3[cH:20][cH:21][c:22](-[c:25]4[c:26]([S:31]([NH:32][C:33]([c:34]5[c:35]([Cl:40])[cH:36][cH:37][cH:38][cH:39]5)=[O:41])(=[O:42])=[O:43])[cH:27][cH:28][cH:29][cH:30]4)[cH:23][cH:24]3)[c:12]2[C:13](=[O:14])[O:15][CH2:16][CH3:17])[cH:7]1)[C:49]([CH2:50][CH2:51][CH2:52][CH3:53])=[O:54]. Reactants: COc1ccc2c(c1)OC=C(C#N)C2c1cc(OC)c(OC)c(OC)c1, CCOC(C)=O. The product is COc1ccc2c(c1)OCC(C#N)C2c1cc(OC)c(OC)c(OC)c1. RXN SMILES: [C:1](#[N:2])[C:3]1=[CH:4][O:5][c:6]2[cH:7][c:8]([O:25][CH3:26])[cH:9][cH:10][c:11]2[CH:12]1[c:13]1[cH:14][c:15]([O:23][CH3:24])[c:16]([O:21][CH3:22])[c:17]([O:19][CH3:20])[cH:18]1.[CH3:27][CH2:28][O:29][C:30]([CH3:31])=[O:32]>>[C:1](#[N:2])[CH:3]1[CH2:4][O:5][c:6]2[cH:7][c:8]([O:25][CH3:26])[cH:9][cH:10][c:11]2[CH:12]1[c:13]1[cH:14][c:15]([O:23][CH3:24])[c:16]([O:21][CH3:22])[c:17]([O:19][CH3:20])[cH:18]1. The reactants are CC(C)=O, O=C(O)CCCN1CCC(OC(c2ccc(Cl)cc2)c2ccccn2)CC1, O=C(O)c1ccccc1. Product: O=C(O)CCCN1CCC(OC(c2ccc(Cl)cc2)c2ccccn2)CC1, O=C(O)c1ccccc1. Reaction SMILES: [CH3:37][C:38](=[O:39])[CH3:40].[Cl:1][c:2]1[cH:3][cH:4][c:5]([CH:8]([O:9][CH:10]2[CH2:11][CH2:12][N:13]([CH2:16][CH2:17][CH2:18][C:19](=[O:20])[OH:21])[CH2:14][CH2:15]2)[c:22]2[n:23][cH:24][cH:25][cH:26][cH:27]2)[cH:6][cH:7]1.[OH:28][C:29](=[O:30])[c:31]1[cH:32][cH:33][cH:34][cH:35][cH:36]1>>[Cl:1][c:2]1[cH:3][cH:4][c:5]([CH:8]([O:9][CH:10]2[CH2:11][CH2:12][N:13]([CH2:16][CH2:17][CH2:18][C:19](=[O:20])[OH:21])[CH2:14][CH2:15]2)[c:22]2[n:23][cH:24][cH:25][cH:26][cH:27]2)[cH:6][cH:7]1.[O:28]=[C:29]([OH:30])[c:31]1[cH:32][cH:33][cH:34][cH:35][cH:36]1. Reactants: C(CCCCCCC)N1C(=NC=C1)C (1-n-octyl-2-methylimidazole), C(CCCCCCC)Br (n-octyl bromide). Solvent: C(CC)O (n-propanol). Reaction conditions: temperature 105 celsius. Yields the product [Br-].C(CCCCCCC)N1C(N(C=C1)CCCCCCCC)C (1,3-di-n-octyl-2-methyl-imidazole bromide). As a reaction SMILES: [CH2:1]([N:9]1[CH:13]=[CH:12][N:11]=[C:10]1[CH3:14])[CH2:2][CH2:3][CH2:4][CH2:5][CH2:6][CH2:7][CH3:8].[CH2:15]([Br:23])[CH2:16][CH2:17][CH2:18][CH2:19][CH2:20][CH2:21][CH3:22]>C(O)CC>[Br-:23].[CH2:1]([N:9]1[CH:13]=[CH:12][N:11]([CH2:15][CH2:16][CH2:17][CH2:18][CH2:19][CH2:20][CH2:21][CH3:22])[CH:10]1[CH3:14])[CH2:2][CH2:3][CH2:4][CH2:5][CH2:6][CH2:7][CH3:8] |f:3.4|. Procedure: 1 mole of 1-n-octyl-2-methylimidazole is dissolved with 1.1 moles of n-octyl bromide in 500 ml of n-propanol and heated at 105° C for 5 hours. Then, the n-propanol together with the unreacted n-octyl bromide is distilled off and the remaining residue is washed with ether. Reactants: CCc1c(Br)cccc1CBr, Cc1ccccc1, CCOP(OCC)OCC. Yields the product CCOP(=O)(Cc1cccc(Br)c1CC)OCC. Reaction SMILES: [Br:1][c:2]1[c:3]([CH2:10][CH3:11])[c:4]([CH2:8][Br:9])[cH:5][cH:6][cH:7]1.[CH3:22][c:23]1[cH:24][cH:25][cH:26][cH:27][cH:28]1.[P:12]([O:13][CH2:14][CH3:15])([O:16][CH2:17][CH3:18])[O:19][CH2:20][CH3:21]>>[Br:1][c:2]1[c:3]([CH2:10][CH3:11])[c:4]([CH2:8][P:12]([O:13][CH2:14][CH3:15])([O:16][CH2:17][CH3:18])=[O:19])[cH:5][cH:6][cH:7]1.